This data is from the Open Reaction Database (ORD), a public repository of structured organic reaction records. The task is: describe an organic reaction: reactants, conditions, products, and yield The reactants are ClS(=O)(=O)O (chlorosulfonic acid), ice water, ClC1=CC(=NN1C)C (5-chloro-1,3-dimethylpyrazole), S(=O)(Cl)Cl (thionyl chloride). Conditions: temperature 5 celsius, time 8 hour. The product is ClC1=C(C(=NN1C)C)S(=O)(=O)Cl (5-chloro-1,3-dimethylpyrazole-4-sulfonylchloride). Reaction SMILES: [Cl:1][S:2]([OH:5])(=O)=[O:3].[Cl:6][C:7]1[N:11]([CH3:12])[N:10]=[C:9]([CH3:13])[CH:8]=1.S(Cl)(Cl)=O>>[Cl:6][C:7]1[N:11]([CH3:12])[N:10]=[C:9]([CH3:13])[C:8]=1[S:2]([Cl:1])(=[O:5])=[O:3]. Procedure: Into 150 xl of chlorosulfonic acid was added dropwise under cooling at 5° C. or lower, 30 g (0.23 ml) of 5-chloro-1,3-dimethylpyrazole. After the addition, the mixture was stirred at 100° C. for 8 hours. Then, the reaction mixture was cooled to 80° C., followed by dropwise addition of 36 g of thionyl chloride over 30 minutes After the addition, the mixture was stirred at 100° C. for an additional 2 hours. The reaction mixture was cooled on ice and poured carefully into ice-water, whereby crude 5...